Dataset: the Open Reaction Database (ORD), a public repository of structured organic reaction records. Task: describe an organic reaction: reactants, conditions, products, and yield The reactants are C(\C=C\CCCCCCC)(=O)O ((E)-2-decenoic acid), ClC1=CC=C(C=C1)N1CCNCC1 (1-(4-chlorophenyl)piperazine). Product: C(\C=C\CCCCCCC)(=O)N1CCN(CC1)C1=CC=C(C=C1)Cl (1-((E)-2-Decenoyl)-4-(4-chlorophenyl)piperazine). Reaction SMILES: [C:1]([OH:12])(=O)/[CH:2]=[CH:3]/[CH2:4][CH2:5][CH2:6][CH2:7][CH2:8][CH2:9][CH3:10].[Cl:13][C:14]1[CH:19]=[CH:18][C:17]([N:20]2[CH2:25][CH2:24][NH:23][CH2:22][CH2:21]2)=[CH:16][CH:15]=1>>[C:1]([N:23]1[CH2:22][CH2:21][N:20]([C:17]2[CH:16]=[CH:15][C:14]([Cl:13])=[CH:19][CH:18]=2)[CH2:25][CH2:24]1)(=[O:12])/[CH:2]=[CH:3]/[CH2:4][CH2:5][CH2:6][CH2:7][CH2:8][CH2:9][CH3:10]. Reported procedure: The same procedures as in Example 2 were carried out using (E)-2-decenoic acid and 1-(4-chlorophenyl)piperazine as starting raw materials, to produce an intended compound.